From a dataset of the Open Reaction Database (ORD), a public repository of structured organic reaction records. describe an organic reaction: reactants, conditions, products, and yield The product is O=P1(OC(CC1(C)C)(P(=O)(OCC)OCC)C)OCC (2-Oxo-2-ethoxy-3,3,5-trimethyl-5-diethylphosphono-1,2-oxaphospholane). Reported procedure: To a mixture of 2.36 grams (10 m moles) of 4-methyl-4-diethylphosphonopentan-2-one (prepared from 1 mole of mesityl oxide and 1 mole of diethyl phosphite by the procedure of A. N. Pudovik, Zhurn Obshch. Khim., 22, 1371 (1952) and 1.64 grams (11.9 m moles) of diethyl phosphite was added 0.30 gram of ethanolic sodium ethoxide solution containing 0.75 m moles of sodium ethoxide. A spontaneous exothermic reaction took place immediately. After 5 minutes the reaction mixture was analyzed by gas phase ... Run at time 5 minute. RXN SMILES: C[C:2]([P:8]([O:13][CH2:14][CH3:15])([O:10][CH2:11][CH3:12])=[O:9])([CH3:7])[CH2:3][C:4](=O)[CH3:5].O=[C:17](C=C(C)C)C.[P:23]([O-:30])([O:27]CC)[O:24][CH2:25][CH3:26].[O-]CC.[Na+]>>[O:27]=[P:23]1([O:24][CH2:25][CH3:26])[C:4]([CH3:5])([CH3:17])[CH2:3][C:2]([CH3:7])([P:8]([O:10][CH2:11][CH3:12])([O:13][CH2:14][CH3:15])=[O:9])[O:30]1 |f:3.4|. The reactants are CC(CC(C)=O)(C)P(=O)(OCC)OCC (4-methyl-4-diethylphosphonopentan-2-one), O=C(C)C=C(C)C (mesityl oxide), P(OCC)(OCC)[O-] (diethyl phosphite), P(OCC)(OCC)[O-] (diethyl phosphite), [O-]CC.[Na+] (sodium ethoxide), 2-oxo-2-ethoxy-3,3,5-trimethyl-5-diethyl-phosphono-1,2-oxaphospholane, [O-]CC.[Na+] (sodium ethoxide).